From a dataset of the Open Reaction Database (ORD), a public repository of structured organic reaction records. describe an organic reaction: reactants, conditions, products, and yield The reactants are CS(=O)(=O)O (methanesulfonic acid), NN1NC(=CC(=N1)N(C)C)OC (2-amino-4-dimethylamino-6-methoxy-triazine), S(N)(=O)(=O)C1=CC=CC2=C1OCC2 (2,3-dihydro-7-sulfamoyl-benzo[b]furan), C(OC1=CC=CC=C1)(OC1=CC=CC=C1)=O (diphenyl carbonate), N12CCCCCC2=NCCC1.C1CCC2=NCCCN2CC1 (1,8-diazabicyclo(5,4,0)-undec-7-ene DBU). Solvent: C(C)#N (acetonitrile). Conditions: time 15 hour. Yields the product O1C2=C(CC1)C=CC=C2S(=O)(=O)NC(=O)NC2=NC(=NC(=N2)N(C)C)OC (N-(2,3-dihydro-benzo[b]furan-7-sulfonyl)-N'-(4-dimethylamino-6-methoxy-1,3,5-triazin-2-yl)-urea). Reaction SMILES: [S:1]([C:5]1[C:10]2[O:11][CH2:12][CH2:13][C:9]=2[CH:8]=[CH:7][CH:6]=1)(=[O:4])(=[O:3])[NH2:2].[C:14](=[O:29])(OC1C=CC=CC=1)OC1C=CC=CC=1.[N:30]12CCC[N:37]=[C:36]1CCCCC2.C1C[CH2:50][N:49]2[C:44](=[N:45][CH2:46]C[CH2:48]2)CC1.CS(O)(=O)=O.NN1N=C(N(C)C)C=[C:60]([O:67]C)[NH:59]1>C(#N)C>[O:11]1[CH2:12][CH2:13][C:9]2[CH:8]=[CH:7][CH:6]=[C:5]([S:1]([NH:2][C:60]([NH:59][C:46]3[N:45]=[C:44]([N:49]([CH3:48])[CH3:50])[N:30]=[C:36]([O:29][CH3:14])[N:37]=3)=[O:67])(=[O:4])=[O:3])[C:10]1=2 |f:2.3|. Reported procedure: 8,0 g of 2,3-dihydro-7-sulfamoyl-benzo[b]furan (0,04 mol) and 7,1 g of diphenyl carbonate (0,04 mol) and 150 ml of acetonitrile are stirred together. To this suspension are added dropwise at 0°-5° C. 7,1 g (0,05 mol) of 1,8-diazabicyclo(5,4,0)-undec-7-ene DBU and the resulting solution is left to stand for 15 hours at room temperature. These are then added dropwise 4,4 g (0,045 mol) of methanesulfonic acid at 0°-5° C. An addition of 6,8 g (0,04 mol) of 2-amino-4-dimethylamino-6-methoxy-triazine ... Reactants: C([O-])([O-])=O.[K+].[K+] (potassium carbonate), CI (methyl iodide), FC(C1=NN=C2N1C=C(C=C2)C2=CC=C(C=C2)NS(=O)(=O)C)(F)F (N-(4-(3-(trifluoromethyl)-[1,2,4]triazolo[4,3-a]pyridin-6-yl)phenyl)methanesulfonamide). The solvent is CN(C)C=O (DMF). Product: CN(S(=O)(=O)C)C1=CC=C(C=C1)C=1C=CC=2N(C1)C(=NN2)C(F)(F)F (N-methyl-N-(4-(3-(trifluoromethyl)-[1,2,4]triazolo[4,3-a]pyridin-6-yl)phenyl)methanesulfonamide). As a reaction SMILES: [F:1][C:2]([F:24])([F:23])[C:3]1[N:7]2[CH:8]=[C:9]([C:12]3[CH:17]=[CH:16][C:15]([NH:18][S:19]([CH3:22])(=[O:21])=[O:20])=[CH:14][CH:13]=3)[CH:10]=[CH:11][C:6]2=[N:5][N:4]=1.[C:25](=O)([O-])[O-].[K+].[K+].CI>CN(C=O)C>[CH3:25][N:18]([C:15]1[CH:14]=[CH:13][C:12]([C:9]2[CH:10]=[CH:11][C:6]3[N:7]([C:3]([C:2]([F:23])([F:1])[F:24])=[N:4][N:5]=3)[CH:8]=2)=[CH:17][CH:16]=1)[S:19]([CH3:22])(=[O:21])=[O:20] |f:1.2.3|. Reported procedure: N-(4-(3-(trifluoromethyl)-[1,2,4]triazolo[4,3-a]pyridin-6-yl)phenyl)methanesulfonamide (10 mg) was dissolved in DMF (1 mL) and heated with potassium carbonate (39 mg) and methyl iodide (40 mg) for 2 h at 85° C. The reaction mixture was filtered, concentrated, and purified by chromatography using 2% MeOH in methylene chloride as eluent. N-methyl-N-(4-(3-(trifluoromethyl)-[1,2,4]triazolo[4,3-a]pyridin-6-yl)phenyl)methanesulfonamide was obtained as white solid. Reactants: C(C)(C)[Mg]Cl (iso-propylmagnesium chloride), solution, BrC=1C=C(C=C(C1)Br)F (3,5-dibromo-fluoro-benzene), C1CCOC1 (THF), C1CCOC1 (THF), C1CCOC1 (THF), C1CCOC1 (THF). Reaction conditions: temperature 20 celsius, time 2 hour. Product: BrC=1C=C(C=O)C=C(C1)F (3-bromo-5-fluoro-benzaldehyde). Isolated yield 100.5%. RXN SMILES: C([Mg]Cl)(C)C.Br[C:7]1[CH:8]=[C:9]([F:14])[CH:10]=[C:11]([Br:13])[CH:12]=1.C1C[O:18][CH2:17]C1>>[Br:13][C:11]1[CH:12]=[C:7]([CH:8]=[C:9]([F:14])[CH:10]=1)[CH:17]=[O:18]. Procedure details: step 1—To a solution of iso-propylmagnesium chloride in THF (500 mL of a 2M solution in THF, 1.0 mol) and THF (200 mL) was added a solution of 3,5-dibromofluorobenzene (25; 200 g, 0.79 mol) in THF (100 mL) while maintaining the temperature at ca. 0 C. After rinsing with THF (3×20 mL) the mixture was aged for 2 h at ca. 0° C. and then warmed to ca. 20° C. and aged for 0.5 h. The reaction was sampled by HPLC and then cooled to ca. 0° C. DMF was added over 0.5 h while maintaining the temperature at... The reactants are C(C)OC(C(C(=O)OCC)C1=C(C=C(C(=C1)N)C)Cl)=O (2-(5-amino-2-chloro-4-methyl-phenyl)-malonic acid diethyl ester), [Cl-].[Li+] (lithium chloride). Run in O (Water), CS(=O)C (DMSO), O (water). Conditions: temperature 170 celsius. The product is C(C)OC(CC1=C(C=C(C(=C1)N)C)Cl)=O ((5-amino-2-chloro-4-methyl-phenyl)-acetic acid ethyl ester). Yield: 50.6%. RXN SMILES: [CH2:1]([O:3][C:4](=[O:20])[CH:5]([C:11]1[CH:16]=[C:15]([NH2:17])[C:14]([CH3:18])=[CH:13][C:12]=1[Cl:19])C(OCC)=O)[CH3:2].[Cl-].[Li+]>CS(C)=O.O>[CH2:1]([O:3][C:4](=[O:20])[CH2:5][C:11]1[CH:16]=[C:15]([NH2:17])[C:14]([CH3:18])=[CH:13][C:12]=1[Cl:19])[CH3:2] |f:1.2|. Procedure: To a solution of 2-(5-amino-2-chloro-4-methyl-phenyl)-malonic acid diethyl ester (0.50 g, 2.17 mmol) in DMSO (3 ml) and water (0.078 ml) was added, followed by lithium chloride (0.138 g, 3.26 mmol). The mixture was heated to 170° C. for three hours, then cooled to room temperature. Water was added and the mixture was extracted with EtOAc. The combined extracts were washed with water and brine, dried over MgSO4, filtered and concentrated to dryness under reduced pressure. Purification of the crud... Starting materials: S(=O)([O-])[O-].[Na+].[Na+] (sodium sulfite), ICl (iodine chloride), C(C=1C(O)=CC=CC1)=O (salicylaldehyde). Solvent: ClCCl (dichloromethane), ClCCl (dichloromethane). Conditions: time 3 day. The product is OC1=C(C=O)C=C(C=C1)I (2-Hydroxy-5-iodobenzaldehyde). As a reaction SMILES: [I:1]Cl.[CH:3](=[O:11])[C:4]1[C:5](=[CH:7][CH:8]=[CH:9][CH:10]=1)[OH:6].S([O-])([O-])=O.[Na+].[Na+]>ClCCl>[OH:6][C:5]1[CH:7]=[CH:8][C:9]([I:1])=[CH:10][C:4]=1[CH:3]=[O:11] |f:2.3.4|. Procedure: A solution of 250 g (1.54 mol) of iodine chloride in 600 ml of anhydrous dichloromethane is added dropwise over the course of 2 h to a solution of 188 g (1.54 mol) of salicylaldehyde in 1 l of anhydrous dichloromethane in a heat-dried flask under argon. After stirring at RT for 3 days, a saturated aqueous sodium sulfite solution is added with vigorous stirring. The organic phase is separated, washed once with water and a saturated aqueous sodium chloride solution and dried over sodium sulfate. T... The reactants are diol, C1CO1 (ethylene oxide), C1C(CC)O1 (1,2-butylene oxide), CC=1C(=CC(=CC1)N=C=O)N=C=O (2,4-tolylene diisocyanate), C(C)(C)(C)C1=C(C(=CC(=C1)C)C(C)(C)C)O (2,6-di-t-butyl-4-methylphenol), OCCOC(C=C)=O (hydroxyethylacrylate). Conditions: time 1 hour. Yields the product C(C=C)(=O)O.NC(=O)OCC (urethane acrylate). RXN SMILES: CC1C(N=C=O)=CC([N:8]=[C:9]=[O:10])=CC=1.C([C:18]1C=C(C)C=C(C(C)(C)C)[C:19]=1[OH:29])(C)(C)C.OCC[O:33][C:34](=[O:37])[CH:35]=[CH2:36].C1OC1.C1OC1CC>>[C:34]([OH:37])(=[O:33])[CH:35]=[CH2:36].[NH2:8][C:9]([O:29][CH2:19][CH3:18])=[O:10] |f:5.6|. Reported procedure: In a reaction vessel equipped with a stirrer, 109.8 gm of 2,4-tolylene diisocyanate, 1 gm of dibutyltindilaurate, and 0.3 gm of 2,6-di-t-butyl-4-methylphenol as a polymerization inhibitor were added. To this, 48.8 gm of hydroxyethylacrylate was added while controlling the temperature to 20° C. or lower. After the addition was completed the mixture was continuously stirred for an additional one hour at 10° to 20° C. Following this, 841.4 gm of a copolymerized diol of ethylene oxide and 1,2-butyle... Starting materials: CCCCO, COc1cc(OC)c(CN)c(OC)c1, CCN(C(C)C)C(C)C, Clc1cc(Cl)ncn1, Cl, O. The product is COc1cc(OC)c(CNc2cc(Cl)ncn2)c(OC)c1. As a reaction SMILES: [CH2:33]([OH:34])[CH2:35][CH2:36][CH3:37].[CH3:10][O:11][c:12]1[c:13]([CH2:14][NH2:15])[c:16]([O:22][CH3:23])[cH:17][c:18]([O:20][CH3:21])[cH:19]1.[CH:24]([N:25]([CH2:26][CH3:27])[CH:28]([CH3:29])[CH3:30])([CH3:31])[CH3:32].[Cl:1][c:2]1[n:3][cH:4][n:5][c:6]([Cl:8])[cH:7]1.[ClH:9].[OH2:38]>>[c:2]1([NH:15][CH2:14][c:13]2[c:12]([O:11][CH3:10])[cH:19][c:18]([O:20][CH3:21])[cH:17][c:16]2[O:22][CH3:23])[n:3][cH:4][n:5][c:6]([Cl:8])[cH:7]1.